From a dataset of the Open Reaction Database (ORD), a public repository of structured organic reaction records. describe an organic reaction: reactants, conditions, products, and yield Starting materials: Cc1nc([N+](=O)[O-])c(Br)n1C, COc1cc(OC)nc(S)n1, CCO, [Na+], [OH-]. Yields the product COc1cc(OC)nc(Sc2c([N+](=O)[O-])nc(C)n2C)n1. Reaction SMILES: [CH3:12][n:13]1[c:14]([CH3:22])[n:15][c:16]([N+:19](=[O:20])[O-:21])[c:17]1[Br:18].[CH3:1][O:2][c:3]1[n:4][c:5]([SH:11])[n:6][c:7]([O:9][CH3:10])[cH:8]1.[CH3:25][CH2:26][OH:27].[Na+:24].[OH-:23]>>[CH3:1][O:2][c:3]1[n:4][c:5]([S:11][c:17]2[n:13]([CH3:12])[c:14]([CH3:22])[n:15][c:16]2[N+:19](=[O:20])[O-:21])[n:6][c:7]([O:9][CH3:10])[cH:8]1. The reactants are FC1(C(C(C(=C1F)F)(F)F)(F)F)F (octafluorocyclopentene). The reagents and catalysts are [Pd] (palladium/carbon). Product: FC1C(C(C(C1(F)F)(F)F)(F)F)F (1,2,3,3,4,4,5,5-octafluorocyclopentane). Yield: 74.3%. Reaction SMILES: [F:1][C:2]1([F:13])[C:6]([F:7])=[C:5]([F:8])[C:4]([F:10])([F:9])[C:3]1([F:12])[F:11]>[Pd]>[F:8][CH:5]1[C:4]([F:9])([F:10])[C:3]([F:11])([F:12])[C:2]([F:1])([F:13])[CH:6]1[F:7]. Procedure: Then a reactor was charged with 12 g of the octafluorocyclopentene and 0.24 g of a 5%-palladium/carbon catalyst and hydrogenation was conducted at a temperature of 50° C. and a hydrogenation pressure of 6 kg/cm2. When the absorption of hydrogen ceased, the reaction was completed. After the removal of the catalyst and the produced hydrogen fluoride from the reaction mixture, the reaction mixture was distilled to give 9 g of 1,2,3,3,4,4,5,5-octafluorocyclopentane (b.p., 79° C.; purity, 99%). Starting materials: O=c1[nH]ccc2cc(Br)sc12, COCCOC, CCO, OB(O)c1ccc(Cl)cc1, [Na+], [Na+], O=C([O-])[O-], O, c1ccc(P(c2ccccc2)(c2ccccc2)[Pd](P(c2ccccc2)(c2ccccc2)c2ccccc2)(P(c2ccccc2)(c2ccccc2)c2ccccc2)P(c2ccccc2)(c2ccccc2)c2ccccc2)cc1. The product is O=c1[nH]ccc2cc(-c3ccc(Cl)cc3)sc12. RXN SMILES: [Br:1][c:2]1[cH:3][c:4]2[c:5]([c:6](=[O:10])[nH:7][cH:8][cH:9]2)[s:11]1.[CH3:109][O:110][CH2:111][CH2:112][O:113][CH3:114].[CH3:28][CH2:29][OH:30].[Cl:12][c:13]1[cH:14][cH:15][c:16]([B:19]([OH:20])[OH:21])[cH:17][cH:18]1.[Na+:22].[Na+:23].[O-:24][C:25](=[O:26])[O-:27].[OH2:108].[cH:31]1[cH:32][cH:33][c:34]([P:35]([Pd:36]([P:37]([c:38]2[cH:39][cH:40][cH:41][cH:42][cH:43]2)([c:44]2[cH:45][cH:46][cH:47][cH:48][cH:49]2)[c:50]2[cH:51][cH:52][cH:53][cH:54][cH:55]2)([P:56]([c:57]2[cH:58][cH:59][cH:60][cH:61][cH:62]2)([c:63]2[cH:64][cH:65][cH:66][cH:67][cH:68]2)[c:69]2[cH:70][cH:71][cH:72][cH:73][cH:74]2)[P:75]([c:76]2[cH:77][cH:78][cH:79][cH:80][cH:81]2)([c:82]2[cH:83][cH:84][cH:85][cH:86][cH:87]2)[c:88]2[cH:89][cH:90][cH:91][cH:92][cH:93]2)([c:94]2[cH:95][cH:96][cH:97][cH:98][cH:99]2)[c:100]2[cH:101][cH:102][cH:103][cH:104][cH:105]2)[cH:106][cH:107]1>>[c:2]1(-[c:16]2[cH:15][cH:14][c:13]([Cl:12])[cH:18][cH:17]2)[cH:3][c:4]2[c:5]([c:6](=[O:10])[nH:7][cH:8][cH:9]2)[s:11]1. Starting materials: BrC1=CC=C(C=C1)C1=CC=C(O1)C(CCC(=O)O)=O (4-[5-(4-bromophenyl)-2-furanyl]-4-oxobutanoic acid), [BH4-].[Na+] (NaBH4). The solvent is O1CCOCC1.O (dioxane water). Conditions: time 0.5 hour. Product: BrC1=CC=C(C=C1)C1=CC=C(O1)C(CCC(=O)O)O (4-[5-(4-Bromophenyl)-2-furanyl]-4-hydroxybutanoic Acid). As a reaction SMILES: [Br:1][C:2]1[CH:7]=[CH:6][C:5]([C:8]2[O:12][C:11]([C:13](=[O:19])[CH2:14][CH2:15][C:16]([OH:18])=[O:17])=[CH:10][CH:9]=2)=[CH:4][CH:3]=1.[BH4-].[Na+]>O1CCOCC1.O>[Br:1][C:2]1[CH:3]=[CH:4][C:5]([C:8]2[O:12][C:11]([CH:13]([OH:19])[CH2:14][CH2:15][C:16]([OH:18])=[O:17])=[CH:10][CH:9]=2)=[CH:6][CH:7]=1 |f:1.2,3.4|. Procedure: A solution of 20 g (0.062 mole) of 4-[5-(4-bromophenyl)-2-furanyl]-4-oxobutanoic acid in 350 ml of 95% dioxane/water was treated portionwise with 5.9 g (0.155 mole) of NaBH4 while maintaining the temperature at 15°-20° by means of an ice bath. The reaction was stirred at ambient temperature for 1 1/2 hrs and then filtered. The filtrate was added to ice/H2O and made acidic with 20% hydrochloric acid. The resulting solid was filtered, dissolved in ethyl acetate (Darco) and refiltered. The filtrate...